This data is from the Open Reaction Database (ORD), a public repository of structured organic reaction records. The task is: describe an organic reaction: reactants, conditions, products, and yield Starting materials: 1-ethyl-3-(3-dimethyl-aminopropyl) carbodiimide hydrochloride, C1(=CC=CC=C1)CCC(C(=O)O)CSC(C)=O (4-phenyl-2-[acetylthio-methyl]butyric acid), N[C@@H](CC(C)C)C(=O)OC(C)(C)C ((S)-leucine, t-butyl ester), O.ON1N=NC2=C1C=CC=C2 (1-hydroxybenzotriazole hydrate), CN1CCOCC1 (N-methylmorpholine). The solvent is C1CCOC1 (THF), C(Cl)Cl (methylene chloride). Conditions: temperature 0 celsius, time 15 minute. The product is C(C)(C)(C)OC([C@@H](NC(C(CCC1=CC=CC=C1)CSC(C)=O)=O)CC(C)C)=O (N-(2-Acetylthiomethyl-4-phenylbutanoyl)-(L)-Leucine t-butyl ester). As a reaction SMILES: [C:1]1([CH2:7][CH2:8][CH:9]([CH2:13][S:14][C:15](=[O:17])[CH3:16])[C:10]([OH:12])=O)[CH:6]=[CH:5][CH:4]=[CH:3][CH:2]=1.[NH2:18][C@H:19]([C:24]([O:26][C:27]([CH3:30])([CH3:29])[CH3:28])=[O:25])[CH2:20][CH:21]([CH3:23])[CH3:22].O.ON1C2C=CC=CC=2N=N1.CN1CCOCC1>C1COCC1.C(Cl)Cl>[C:27]([O:26][C:24](=[O:25])[C@H:19]([CH2:20][CH:21]([CH3:22])[CH3:23])[NH:18][C:10](=[O:12])[CH:9]([CH2:13][S:14][C:15](=[O:17])[CH3:16])[CH2:8][CH2:7][C:1]1[CH:2]=[CH:3][CH:4]=[CH:5][CH:6]=1)([CH3:30])([CH3:29])[CH3:28] |f:2.3|. Procedure: To a solution of 4-phenyl-2-[acetylthio-methyl]butyric acid (3.57 g, 14.2 mmole) in 66 mL of THF at 0° C., was added (S)-leucine, t-butyl ester (2.91 g 15.6 mmole) and 1-hydroxybenzotriazole hydrate (HOBTH2O, 2.86 g, 21.2 mmole) and N-methylmorpholine (4.29 g, 42.4 mmole). The mixture was stirred at 0° C. for 15 minutes, then 5.42 g of 1-ethyl-3-(3-dimethyl-aminopropyl) carbodiimide hydrochloride (EDC′HCl, 28.3 mmol) was added and the mixture stirred overnight. The solution was worked up by addi... Reactants: C(C)(C)(C)NCC(COC=1C=CC=C(C1C(=O)N)N)O (6-(3-tert.-butylamino-2-hydroxypropoxy)-anthranilamide), [H-].[Al+3].[Li+].[H-].[H-].[H-] (lithium aluminium hydride). The solvent is O1CCCC1 (tetrahydrofurane). Yields the product NCC1=C(N)C=CC=C1OCC(CNC(C)(C)C)O (2-aminomethyl-3-(3-tert.-butylamino-2-hydroxy-propoxy)-aniline). Reaction SMILES: [C:1]([NH:5][CH2:6][CH:7]([OH:20])[CH2:8][O:9][C:10]1[CH:11]=[CH:12][CH:13]=[C:14]([NH2:19])[C:15]=1[C:16]([NH2:18])=O)([CH3:4])([CH3:3])[CH3:2].[H-].[Al+3].[Li+].[H-].[H-].[H-]>O1CCCC1>[NH2:18][CH2:16][C:15]1[C:10]([O:9][CH2:8][CH:7]([OH:20])[CH2:6][NH:5][C:1]([CH3:3])([CH3:2])[CH3:4])=[CH:11][CH:12]=[CH:13][C:14]=1[NH2:19] |f:1.2.3.4.5.6|. Procedure details: 12 g of crude 6-(3-tert.-butylamino-2-hydroxypropoxy)-anthranilamide are dissolved in 400 ml of tetrahydrofurane and reduced, analogously to Example 4(e), with 6.1 g of lithium aluminium hydride for 48 hours. After working up, 2-aminomethyl-3-(3-tert.-butylamino-2-hydroxy-propoxy)-aniline is obtained in the form of an oil which is further used as such. It forms a tri-hydrochloride with a melting point of 250°-260° (with sublimation). Reactants: F[B-](F)(F)F, CN(C)C=O, CCN(C(C)C)C(C)C, Cl, FC1(F)CCNCC1, O=C(O)c1cc2cc(C(=O)N3CCCC3CN3CCCC3)ccc2[nH]1, CN(C)C(On1nnc2ccccc21)=[N+](C)C. The product is O=C(c1cc2cc(C(=O)N3CCCC3CN3CCCC3)ccc2[nH]1)N1CCC(F)(F)CC1. As a reaction SMILES: [B-:27]([F:28])([F:29])([F:30])[F:31].[CH3:66][N:67]([CH3:68])[CH:69]=[O:70].[CH:57]([N:58]([CH2:59][CH3:60])[CH:61]([CH3:62])[CH3:63])([CH3:64])[CH3:65].[ClH:1].[F:49][C:50]1([F:56])[CH2:51][CH2:52][NH:53][CH2:54][CH2:55]1.[N:2]1([CH2:7][CH:8]2[N:9]([C:13](=[O:14])[c:15]3[cH:16][c:17]4[cH:18][c:19]([C:24](=[O:25])[OH:26])[nH:20][c:21]4[cH:22][cH:23]3)[CH2:10][CH2:11][CH2:12]2)[CH2:3][CH2:4][CH2:5][CH2:6]1.[n:32]1([O:33][C:34]([N:35]([CH3:36])[CH3:37])=[N+:38]([CH3:39])[CH3:40])[c:41]2[cH:42][cH:43][cH:44][cH:45][c:46]2[n:47][n:48]1>>[N:2]1([CH2:7][CH:8]2[N:9]([C:13](=[O:14])[c:15]3[cH:16][c:17]4[cH:18][c:19]([C:24](=[O:26])[N:53]5[CH2:52][CH2:51][C:50]([F:49])([F:56])[CH2:55][CH2:54]5)[nH:20][c:21]4[cH:22][cH:23]3)[CH2:10][CH2:11][CH2:12]2)[CH2:3][CH2:4][CH2:5][CH2:6]1. Starting materials: FC(C=1C=C(C(=O)C(=CN(C)C)S(=O)(=O)C)C=CC1)(F)F (1-(3-trifluoromethylbenzoyl)-1-methanesulfonyl-2-(N,N-dimethylamino)ethene), Cl.FC1=C(C(=N)N)C=CC(=C1)F (2,4-difluorobenzamidine hydrochloride), C[O-].[Na+] (sodium methoxide). The solvent is CO (methanol). The product is FC1=C(C=CC(=C1)F)C1=NC=C(C(=N1)C1=CC(=CC=C1)C(F)(F)F)S(=O)(=O)C (2-(2,4-difluorophenyl)-4-(3-trifluoromethylphenyl)-5-methanesulfonylpyrimidine). Isolated yield 77.5%. As a reaction SMILES: [F:1][C:2]([F:21])([F:20])[C:3]1[CH:4]=[C:5]([CH:17]=[CH:18][CH:19]=1)[C:6]([C:8]([S:13]([CH3:16])(=[O:15])=[O:14])=[CH:9]N(C)C)=O.Cl.[F:23][C:24]1[CH:32]=[C:31]([F:33])[CH:30]=[CH:29][C:25]=1[C:26]([NH2:28])=[NH:27].C[O-].[Na+]>CO>[F:23][C:24]1[CH:32]=[C:31]([F:33])[CH:30]=[CH:29][C:25]=1[C:26]1[N:28]=[C:6]([C:5]2[CH:17]=[CH:18][CH:19]=[C:3]([C:2]([F:1])([F:20])[F:21])[CH:4]=2)[C:8]([S:13]([CH3:16])(=[O:14])=[O:15])=[CH:9][N:27]=1 |f:1.2,3.4|. Procedure details: 6 g of 1-(3-trifluoromethylbenzoyl)-1-methanesulfonyl-2-(N,N-dimethylamino)ethene and 4.6 g of 2,4-difluorobenzamidine hydrochloride were dissolved in 30 ml of methanol at room temperature and 1.2 g of sodium methoxide was added thereto. The resulting mixture was heated under reflux for an hour. The solvent was distilled away under reduced pressure. The residue was washed with water and then dried to obtain 6 g of 2-(2,4-difluorophenyl)-4-(3-trifluoromethylphenyl)-5-methanesulfonylpyrimidine (Co... Yields the product C(C)(C)C1=CC=CC=2CC(OC21)CN ((±)-(7-isopropyl-2,3-dihydro-1-benzofuran-2-yl)methylamine). Reported procedure: Treatment of (±)-(7-isopropyl-2,3-dihydro-1-benzofuran-2-yl)methyl 4-methylbenzenesulfonate (5.15 g, 14.9 mmol) with sodium azide (3.87 g, 59.5 mmol) generally according to the procedure described for Intermediate 98 afforded (±)-(7-isopropyl-2,3-dihydro-1-benzofuran-2-yl)methyl azide. Treatment of the azide with palladium on carbon (0.30 g, 10 wt. %) generally according to the procedure described for Example 1 gave 2.35 g (69%) of (±)-(7-isopropyl-2,3-dihydro-1-benzofuran-2-yl)methylamine as a ... As a reaction SMILES: CC1C=CC(S(OCC2CC3C=CC=C(C(C)C)C=3O2)(=O)=O)=CC=1.[N-]=[N+]=[N-].[Na+].[CH:29]([C:32]1[C:40]2[O:39][CH:38]([CH2:41][N:42]=[N+]=[N-])[CH2:37][C:36]=2[CH:35]=[CH:34][CH:33]=1)([CH3:31])[CH3:30].[N-]=[N+]=[N-]>[Pd]>[CH:29]([C:32]1[C:40]2[O:39][CH:38]([CH2:41][NH2:42])[CH2:37][C:36]=2[CH:35]=[CH:34][CH:33]=1)([CH3:31])[CH3:30] |f:1.2|. Reactants: [N-]=[N+]=[N-] (azide), CC1=CC=C(C=C1)S(=O)(=O)OCC1OC2=C(C1)C=CC=C2C(C)C ((±)-(7-isopropyl-2,3-dihydro-1-benzofuran-2-yl)methyl 4-methylbenzenesulfonate), C(C)(C)C1=CC=CC=2CC(OC21)CN=[N+]=[N-] ((±)-(7-isopropyl-2,3-dihydro-1-benzofuran-2-yl)methyl azide), [N-]=[N+]=[N-].[Na+] (sodium azide), Intermediate 98, hydrochloride salt. Isolated yield 69.0%. The reagents and catalysts are [Pd] (palladium on carbon). Reactants: C(C)(=O)OCC (ethyl acetate), C([O-])(O)=O.[Na+] (sodium bicarbonate), C(#N)C1=CC=C2C(=CN(C2=C1)C)C=1C(NC(C1C1=CN(C2=CC(=CC=C12)[N+](=O)[O-])C)=O)=O (3-(6-cyano-1-methyl-1H-indol-3-yl)-4-(1-methyl-6-nitro-1H-indol-3-yl)-pyrrole-2,5-dione), O.O.[Sn](Cl)Cl (tin (II) chloride dihydrate), 1L. The solvent is C(C)O (ethanol). Reaction conditions: time 16 hour. The product is NC1=CC=C2C(=CN(C2=C1)C)C1=C(C(NC1=O)=O)C1=CN(C2=CC(=CC=C12)C#N)C (3-[4-(6-amino-1-methyl-1H-indol-3-yl)-2,5-dioxo-2,5-dihydro-1H-pyrrol-3-yl]-1-methyl-1H-indole-6-carbonitrile). Yield: 78.3%. As a reaction SMILES: [C:1]([C:3]1[CH:11]=[C:10]2[C:6]([C:7]([C:13]3[C:14](=[O:32])[NH:15][C:16](=[O:31])[C:17]=3[C:18]3[C:26]4[C:21](=[CH:22][C:23]([N+:27]([O-])=O)=[CH:24][CH:25]=4)[N:20]([CH3:30])[CH:19]=3)=[CH:8][N:9]2[CH3:12])=[CH:5][CH:4]=1)#[N:2].O.O.[Sn](Cl)Cl.C(OCC)(=O)C.C(=O)(O)[O-].[Na+]>C(O)C>[NH2:27][C:23]1[CH:22]=[C:21]2[C:26]([C:18]([C:17]3[C:16](=[O:31])[NH:15][C:14](=[O:32])[C:13]=3[C:7]3[C:6]4[C:10](=[CH:11][C:3]([C:1]#[N:2])=[CH:4][CH:5]=4)[N:9]([CH3:12])[CH:8]=3)=[CH:19][N:20]2[CH3:30])=[CH:25][CH:24]=1 |f:1.2.3,5.6|. Reported procedure: 3-(6-cyano-1-methyl-1H-indol-3-yl)-4-(1-methyl-6-nitro-1H-indol-3-yl)-pyrrole-2,5-dione (9.0 g, 21 mmole) was suspended in ethanol (1.8 L) and treated with tin (II) chloride dihydrate (35 g, 156 mmole). This was mechanically stirred for 16 h at reflux. The reaction was cooled and reduced in volume to 1L. This was poured into a mixture of ethyl acetate (2 L) and saturated sodium bicarbonate solution (1 L) and well mixed. The organic layer was decanted and washed with saturated sodium bicarbonate ... The reactants are BrCCCCCCCCCCCCOC1CCCCO1, CCOC(=O)C(NC(C)=O)C(=O)OCC, CC[O-], CCO, [Na+]. The product is CCOC(=O)C(CCCCCCCCCCCCOC1CCCCO1)(NC(C)=O)C(=O)OCC. RXN SMILES: [Br:20][CH2:21][CH2:22][CH2:23][CH2:24][CH2:25][CH2:26][CH2:27][CH2:28][CH2:29][CH2:30][CH2:31][CH2:32][O:33][CH:34]1[O:35][CH2:36][CH2:37][CH2:38][CH2:39]1.[C:1]([CH3:2])(=[O:3])[NH:4][CH:5]([C:6](=[O:7])[O:8][CH2:9][CH3:10])[C:11](=[O:12])[O:13][CH2:14][CH3:15].[CH3:17][CH2:18][O-:19].[CH3:40][CH2:41][OH:42].[Na+:16]>>[C:1]([CH3:2])(=[O:3])[NH:4][C:5]([C:6](=[O:7])[O:8][CH2:9][CH3:10])([C:11](=[O:12])[O:13][CH2:14][CH3:15])[CH2:21][CH2:22][CH2:23][CH2:24][CH2:25][CH2:26][CH2:27][CH2:28][CH2:29][CH2:30][CH2:31][CH2:32][O:33][CH:34]1[O:35][CH2:36][CH2:37][CH2:38][CH2:39]1.